This data is from the Open Reaction Database (ORD), a public repository of structured organic reaction records. The task is: describe an organic reaction: reactants, conditions, products, and yield Starting materials: Cc1nc(CON)cs1, CO, O=CNc1nc(C(=O)C(=O)O)cs1. The product is Cc1nc(CON=C(C(=O)O)c2csc(NC=O)n2)cs1. Reaction SMILES: [CH3:14][c:15]1[s:16][cH:17][c:18]([CH2:20][O:21][NH2:22])[n:19]1.[CH3:23][OH:24].[CH:1](=[O:2])[NH:3][c:4]1[s:5][cH:6][c:7]([C:9]([C:10](=[O:11])[OH:12])=[O:13])[n:8]1>>[CH:1](=[O:2])[NH:3][c:4]1[s:5][cH:6][c:7]([C:9]([C:10](=[O:11])[OH:12])=[N:22][O:21][CH2:20][c:18]2[cH:17][s:16][c:15]([CH3:14])[n:19]2)[n:8]1. Reported procedure: Ethanedithiol (94 g) and acetophenone (120 g, 1 mole) were dissolved in benzene (500 ml), a trace of pTSA added and the solution refluxed under a Dean-Stark trap for 16 hours, until no more water collected. The solution was cooled, washed with ice-cold dilute caustic soda, then water, and reduced in volume to a viscous, colorless, or yellowish oil. This was distilled under vacuum to give 2-methyl-2-phenyl-1,3-dithiolane as a colorless oil with an unpleasant odor, yield 120 g (61%). Run in C1=CC=CC=C1 (benzene). As a reaction SMILES: [CH:1]([SH:4])([SH:3])[CH3:2].C([C:8]1[CH:13]=[CH:12][CH:11]=[CH:10][CH:9]=1)(=O)C.[CH3:14][C:15]1C=CC(S(O)(=O)=O)=CC=1.O>C1C=CC=CC=1>[CH3:2][C:1]1([C:8]2[CH:13]=[CH:12][CH:11]=[CH:10][CH:9]=2)[S:4][CH2:15][CH2:14][S:3]1. The product is CC1(SCCS1)C1=CC=CC=C1 (2-methyl-2-phenyl-1,3-dithiolane). The reactants are O (water), C(C)(S)S (Ethanedithiol), C(C)(=O)C1=CC=CC=C1 (acetophenone), CC=1C=CC(=CC1)S(=O)(=O)O (pTSA).